Dataset: the Open Reaction Database (ORD), a public repository of structured organic reaction records. Task: describe an organic reaction: reactants, conditions, products, and yield Reactants: C(CC)N1C(=O)N(C(=O)C(=C1N)N)CCC (1,3-dipropyl-5,6-diaminouracil), CC(C)(OC(CSC1=CC=C(C=C1)CC(C(=O)O)C)=O)C (4-[[2-(1,1-dimethylethoxy)-2-oxoethyl]thio]-alpha-methyl-benzenepropanoic acid), ClC(=O)OCC(C)C (isobutyl chloroformate), CN1CCOCC1 (N-methylmorpholine). Run in CN(C=O)C (dimethylformamide), C(C)OCC (ethyl ether), O1CCCC1 (tetrahydrofuran). Conditions: temperature -20 celsius, time 30 minute. The product is NC1=C(C(N(C(N1CCC)=O)CCC)=O)NC(C(CC1=CC=C(C=C1)SCC(=O)OC(C)(C)C)C)=O (2-[[4-[3-[(6-Amino-1-propyl-1,2,3,4-tetrahydro-3-propyl-2,4-dioxo-5-pyrimidinyl)amino]-2-methyl-3-oxopropyl]phenyl]thio]-acetic acid, 1,1-dimethylethyl ester). As a reaction SMILES: [CH3:1][C:2]([CH3:21])([O:4][C:5](=[O:20])[CH2:6][S:7][C:8]1[CH:13]=[CH:12][C:11]([CH2:14][CH:15]([CH3:19])[C:16]([OH:18])=O)=[CH:10][CH:9]=1)[CH3:3].CN1CCOCC1.ClC(OCC(C)C)=O.[CH2:37]([N:40]1[C:47]([NH2:48])=[C:46]([NH2:49])[C:44](=[O:45])[N:43]([CH2:50][CH2:51][CH3:52])[C:41]1=[O:42])[CH2:38][CH3:39]>O1CCCC1.CN(C)C=O.C(OCC)C>[NH2:48][C:47]1[N:40]([CH2:37][CH2:38][CH3:39])[C:41](=[O:42])[N:43]([CH2:50][CH2:51][CH3:52])[C:44](=[O:45])[C:46]=1[NH:49][C:16](=[O:18])[CH:15]([CH3:19])[CH2:14][C:11]1[CH:10]=[CH:9][C:8]([S:7][CH2:6][C:5]([O:4][C:2]([CH3:1])([CH3:3])[CH3:21])=[O:20])=[CH:13][CH:12]=1. Reported procedure: Dissolve 4-[[2-(1,1-dimethylethoxy)-2-oxoethyl]thio]-alpha-methyl-benzenepropanoic acid (1.13 g, 3.64 mmol) in tetrahydrofuran (15 mL) and treat with N-methylmorpholine (0.4 mL, 3.64 mmol). Cool to -20° C. and treat with isobutyl chloroformate (0.47 mL, 3.64 mmol). Stir for 30 minutes and add a solution of 1,3-dipropyl-5,6-diaminouracil (0.82 g, 3.64 mmol) in dimethylformamide (5 mL). Stir for 3 hours at -20° C., warm to room temperature and dilute with ethyl ether (200 mL). Separate the organic... Reactants: FC1=CC=C(CNCC2=CC=CC(=N2)C(=O)OC)C=C1 (methyl 6-((4-fluorobenzylamino)methyl)picolinate), ClC=1C(=C(C=C(C1)Cl)S(=O)(=O)Cl)O (3,5-dichloro-2-hydroxybenzene-1-sulfonyl chloride), TEA. The solvent is C1CCOC1 (THF). Run at time 8 hour. The product is ClC=1C(=C(C=C(C1)Cl)S(=O)(=O)N(CC1=CC=C(C=C1)F)CC1=CC=CC(=N1)C(=O)OC)O (Methyl 6-((3,5-dichloro-N-(4-fluorobenzyl)-2-hydroxyphenylsulfonamido)-methyl)picolinate). The yield is 74.6%. RXN SMILES: [F:1][C:2]1[CH:20]=[CH:19][C:5]([CH2:6][NH:7][CH2:8][C:9]2[N:14]=[C:13]([C:15]([O:17][CH3:18])=[O:16])[CH:12]=[CH:11][CH:10]=2)=[CH:4][CH:3]=1.[Cl:21][C:22]1[C:23]([OH:33])=[C:24]([S:29](Cl)(=[O:31])=[O:30])[CH:25]=[C:26]([Cl:28])[CH:27]=1>C1COCC1>[Cl:21][C:22]1[C:23]([OH:33])=[C:24]([S:29]([N:7]([CH2:8][C:9]2[N:14]=[C:13]([C:15]([O:17][CH3:18])=[O:16])[CH:12]=[CH:11][CH:10]=2)[CH2:6][C:5]2[CH:4]=[CH:3][C:2]([F:1])=[CH:20][CH:19]=2)(=[O:31])=[O:30])[CH:25]=[C:26]([Cl:28])[CH:27]=1. Reported procedure: To a solution of methyl 6-((4-fluorobenzylamino)methyl)picolinate (140 mg, 0.51 mmol) in THF (3 mL) were added 3,5-dichloro-2-hydroxybenzene-1-sulfonyl chloride (147 mg, 0.56 mmol) and TEA (0.142 mL, 1.02 mmol). The reaction mixture was stirred at rt overnight and concentrated in vacuo. The residue was purified by preparative HPLC. Fractions containing the desired product were combined, concentrated and lyophilized to give the desired product (0.19 g, 74%) as a white solid. 1H NMR (CD3OD) δ 7.93...